This data is from the Open Reaction Database (ORD), a public repository of structured organic reaction records. The task is: describe an organic reaction: reactants, conditions, products, and yield Starting materials: S(O)(O)(=O)=O (sulphuric acid), OC1=C(C(=O)O)C=C(C=C1[N+](=O)[O-])C (2-Hydroxy-5-methyl-3-nitrobenzoic acid), C(C)O (ethanol), O (water). The product is OC1=C(C(=O)OCC)C=C(C=C1[N+](=O)[O-])C (ethyl 2-hydroxy-5-methyl-3-nitrobenzoate). As a reaction SMILES: [OH:1][C:2]1[C:10]([N+:11]([O-:13])=[O:12])=[CH:9][C:8]([CH3:14])=[CH:7][C:3]=1[C:4]([OH:6])=[O:5].S(=O)(=O)(O)O.O.[CH2:21](O)[CH3:22]>>[OH:1][C:2]1[C:10]([N+:11]([O-:13])=[O:12])=[CH:9][C:8]([CH3:14])=[CH:7][C:3]=1[C:4]([O:6][CH2:21][CH3:22])=[O:5]. Procedure details: 2-Hydroxy-5-methyl-3-nitrobenzoic acid (10.0 g) was dissolved in absolute ethanol (50 ml) and the solution was treated with concentrated sulphuric acid (3.0 ml), slowly with stirring. The mixture was heated at reflux for 20 hours and then poured into water (250 ml). The resulting yellow solid was recrystallised from ethanol to give ethyl 2-hydroxy-5-methyl-3-nitrobenzoate (7.5 g), m.p. 97° C. Reactants: COC(Cl)Cl, COC(=O)CCCc1cc(C)c(OC)c(C)c1, [Cl-], [Cl-], [Cl-], [Cl-], ClCCl, [Ti+4]. Yields the product COC(=O)CCCc1cc(C)c(OC)c(C)c1C=O. As a reaction SMILES: [CH3:1][O:2][CH:3]([Cl:4])[Cl:5].[CH3:6][c:7]1[cH:8][c:9]([CH2:16][CH2:17][CH2:18][C:19](=[O:20])[O:21][CH3:22])[cH:10][c:11]([CH3:15])[c:12]1[O:13][CH3:14].[Cl-:26].[Cl-:27].[Cl-:28].[Cl-:29].[Cl:23][CH2:24][Cl:25].[Ti+4:30]>>[CH:1](=[O:2])[c:8]1[c:7]([CH3:6])[c:12]([O:13][CH3:14])[c:11]([CH3:15])[cH:10][c:9]1[CH2:16][CH2:17][CH2:18][C:19](=[O:20])[O:21][CH3:22]. Starting materials: [Li]CCCC, CI, Cc1cc(=O)[nH]c2ccccc12, CN(C)P(=O)(N(C)C)N(C)C, Cl, C1CCOC1, O. Yields the product CCc1cc(=O)[nH]c2ccccc12. RXN SMILES: [CH2:13]([Li:14])[CH2:15][CH2:16][CH3:17].[CH3:18][I:19].[CH3:1][c:2]1[cH:3][c:4](=[O:12])[nH:5][c:6]2[cH:7][cH:8][cH:9][cH:10][c:11]12.[CH3:21][N:22]([P:23]([N:24]([CH3:25])[CH3:26])([N:27]([CH3:28])[CH3:29])=[O:30])[CH3:31].[ClH:20].[O:32]1[CH2:33][CH2:34][CH2:35][CH2:36]1.[OH2:37]>>[CH2:1]([c:2]1[cH:3][c:4](=[O:12])[nH:5][c:6]2[cH:7][cH:8][cH:9][cH:10][c:11]12)[CH3:13].